Dataset: the Open Reaction Database (ORD), a public repository of structured organic reaction records. Task: describe an organic reaction: reactants, conditions, products, and yield The reactants are ClCCl, O=C1CCC(=O)N1Br, CC(O)c1ccccn1, c1ccc(P(c2ccccc2)c2ccccc2)cc1. Reaction SMILES: [Cl:37][CH2:38][Cl:39].[O:29]=[C:30]1[N:31]([Br:36])[C:32](=[O:33])[CH2:34][CH2:35]1.[OH:1][CH:2]([CH3:3])[c:4]1[n:5][cH:6][cH:7][cH:8][cH:9]1.[c:10]1([P:11]([c:12]2[cH:13][cH:14][cH:15][cH:16][cH:17]2)[c:18]2[cH:19][cH:20][cH:21][cH:22][cH:23]2)[cH:24][cH:25][cH:26][cH:27][cH:28]1>>[CH:2]([CH3:3])([c:4]1[n:5][cH:6][cH:7][cH:8][cH:9]1)[Br:36]. The product is CC(Br)c1ccccn1. Reactants: CC(=O)OC(C)C(=O)N1CCC(CCn2c(Sc3cc4c(cc3Br)OCO4)nc3c(N)nccc32)CC1, CO, [K+], [K+], O=C([O-])[O-]. The product is CC(O)C(=O)N1CCC(CCn2c(Sc3cc4c(cc3Br)OCO4)nc3c(N)nccc32)CC1. Reaction SMILES: [C:1](=[O:2])([CH3:3])[O:4][CH:5]([C:6](=[O:7])[N:8]1[CH2:9][CH2:10][CH:11]([CH2:14][CH2:15][n:16]2[c:17]([S:26][c:27]3[cH:28][c:29]4[c:30]([cH:34][c:35]3[Br:36])[O:31][CH2:32][O:33]4)[n:18][c:19]3[c:20]([NH2:25])[n:21][cH:22][cH:23][c:24]23)[CH2:12][CH2:13]1)[CH3:37].[CH3:44][OH:45].[K+:38].[K+:39].[O-:40][C:41]([O-:42])=[O:43]>>[OH:4][CH:5]([C:6](=[O:7])[N:8]1[CH2:9][CH2:10][CH:11]([CH2:14][CH2:15][n:16]2[c:17]([S:26][c:27]3[cH:28][c:29]4[c:30]([cH:34][c:35]3[Br:36])[O:31][CH2:32][O:33]4)[n:18][c:19]3[c:20]([NH2:25])[n:21][cH:22][cH:23][c:24]23)[CH2:12][CH2:13]1)[CH3:37]. The product is CN(C(=O)c1ccc(Cl)c(-c2nc3cccc(F)c3cc2C#N)c1)c1ccccc1OCCCC(=O)O. As a reaction SMILES: [C:1]([CH3:2])([CH3:3])([CH3:4])[O:5][C:6]([CH2:7][CH2:8][CH2:9][O:10][c:11]1[c:12]([N:17]([CH3:18])[C:19]([c:20]2[cH:21][c:22](-[c:27]3[n:28][c:29]4[cH:30][cH:31][cH:32][c:33]([F:39])[c:34]4[cH:35][c:36]3[C:37]#[N:38])[c:23]([Cl:26])[cH:24][cH:25]2)=[O:40])[cH:13][cH:14][cH:15][cH:16]1)=[O:41].[Cl:49][CH2:50][Cl:51].[OH:42][C:43]([C:44]([F:45])([F:46])[F:47])=[O:48]>>[O:5]=[C:6]([CH2:7][CH2:8][CH2:9][O:10][c:11]1[c:12]([N:17]([CH3:18])[C:19]([c:20]2[cH:21][c:22](-[c:27]3[n:28][c:29]4[cH:30][cH:31][cH:32][c:33]([F:39])[c:34]4[cH:35][c:36]3[C:37]#[N:38])[c:23]([Cl:26])[cH:24][cH:25]2)=[O:40])[cH:13][cH:14][cH:15][cH:16]1)[OH:41]. The reactants are CN(C(=O)c1ccc(Cl)c(-c2nc3cccc(F)c3cc2C#N)c1)c1ccccc1OCCCC(=O)OC(C)(C)C, ClCCl, O=C(O)C(F)(F)F. Starting materials: [Cl-].[NH4+] (ammonium chloride), O[C@@H]1CN(CC[C@H]1C1=CC=C(C=C1)O)C(=O)OC(C)(C)C ((3S,4S)-tert-butyl 3-hydroxy-4-(4-hydroxyphenyl)piperidine-1-carboxylate), O[C@@H]1CN(CC[C@H]1C1=CC=C(C=C1)O)C(=O)OC(C)(C)C ((3S,4S)-tert-butyl 3-hydroxy-4-(4-hydroxyphenyl)piperidine-1-carboxylate), COCCN(CCOC)S(F)(F)F (bis(2-methoxyethyl)aminosulfur trifluoride), C1(=CC=CC=C1)C (toluene). Run in C(C)#N (acteonitrile). Conditions: temperature 0 celsius, time 30 minute. Product: F[C@@H]1CN(CC[C@H]1C1=CC=C(C=C1)O)C(=O)OC(C)(C)C ((3S,4S)-tert-butyl 3-fluoro-4-(4-hydroxyphenyl)piperidine-1-carboxylate). Yield: 75.0%. Reaction SMILES: O[C@H:2]1[C@H:7]([C:8]2[CH:13]=[CH:12][C:11]([OH:14])=[CH:10][CH:9]=2)[CH2:6][CH2:5][N:4]([C:15]([O:17][C:18]([CH3:21])([CH3:20])[CH3:19])=[O:16])[CH2:3]1.COCCN(S(F)(F)[F:32])CCOC.C1(C)C=CC=CC=1.[Cl-].[NH4+]>C(#N)C>[F:32][C@H:2]1[C@H:7]([C:8]2[CH:13]=[CH:12][C:11]([OH:14])=[CH:10][CH:9]=2)[CH2:6][CH2:5][N:4]([C:15]([O:17][C:18]([CH3:21])([CH3:20])[CH3:19])=[O:16])[CH2:3]1 |f:3.4|. Procedure: A solution of (3S,4S)-tert-butyl 3-hydroxy-4-(4-hydroxyphenyl)piperidine-1-carboxylate (15.5 g, 61.4 mmol, intermediate D) in 270 mL of acteonitrile was chilled to 0° C. To the stirred solution was added bis(2-methoxyethyl)aminosulfur trifluoride 50% solution in toluene (Deoxo-fluor, 58.4 mL, 159 mmol) dropwise via addition funnel over 65 min. After the addition, the reaction mixture was stirred for 30 min at 0° C. and then allowed to come to rt and stirred for an additional 2 h. A saturated amm... The reactants are [OH-].[K+] (KOH), C(C)[SiH](CC)CC (Triethylsilane), FC(C(=O)O)(F)F (trifluoroacetic acid), CC1=C(C2=CC=CC=CC2=C1)C(O)C=1SC=C(N1)C ((2-methylazulen-1-yl)(4-methylthiazol-2-yl)methanol). The solvent is ClCCl (dichloromethane). Run at temperature 0 celsius, time 2 hour. Yields the product CC=1N=C(SC1)CC1=C(C=C2C=CC=CC=C12)C (4-Methyl-2-((2-methylazulen-1-yl)methyl)thiazole). Reaction SMILES: C([SiH](CC)CC)C.FC(F)(F)C(O)=O.[CH3:15][C:16]1[CH:25]=[C:24]2[C:18](=[CH:19][CH:20]=[CH:21][CH:22]=[CH:23]2)[C:17]=1[CH:26]([C:28]1[S:29][CH:30]=[C:31]([CH3:33])[N:32]=1)O.[OH-].[K+]>ClCCl>[CH3:33][C:31]1[N:32]=[C:28]([CH2:26][C:17]2[C:18]3[C:24]([CH:23]=[CH:22][CH:21]=[CH:20][CH:19]=3)=[CH:25][C:16]=2[CH3:15])[S:29][CH:30]=1 |f:3.4|. Reported procedure: Triethylsilane (178 μL, 1.11 mmol) was added slowly to 2 mL of trifluoroacetic acid (TFA) at room temperature. The mixture was cooled to 0° C. and mixed for 30 min. A fresh solution of (2-methylazulen-1-yl)(4-methylthiazol-2-yl)methanol 5 (100 mg, 0.371 mmol) in dichloromethane was then added slowly to the mixture being stirred at 0° C. The reaction was kept at 0° C. for 2 h and then warmed to room temperature. Afterward, the mixture was poured into cold 20% KOH to quench the reaction. The organ... The reactants are C1CCOC1, Cc1ccc(-c2ccnc(Cl)c2Cl)cc1, NN. The product is Cc1ccc(-c2ccnc(NN)c2Cl)cc1. As a reaction SMILES: [CH2:18]1[O:19][CH2:20][CH2:21][CH2:22]1.[Cl:1][c:2]1[n:3][cH:4][cH:5][c:6](-[c:9]2[cH:10][cH:11][c:12]([CH3:15])[cH:13][cH:14]2)[c:7]1[Cl:8].[NH2:16][NH2:17]>>[c:2]1([NH:16][NH2:17])[n:3][cH:4][cH:5][c:6](-[c:9]2[cH:10][cH:11][c:12]([CH3:15])[cH:13][cH:14]2)[c:7]1[Cl:8]. Procedure: Reaction of ethyl 4-(2-ethoxycarbonyl-4-fluorobenzyloxy)phenylacetate with potassium hydroxide as described in Example 1c provides colorless crystals, m.p. 195°-197° C. of 4-(2-carboxy-4-fluorobenzyloxy)phenylacetic acid. RXN SMILES: C([O:3][C:4]([C:6]1[CH:25]=[C:24]([F:26])[CH:23]=[CH:22][C:7]=1[CH2:8][O:9][C:10]1[CH:15]=[CH:14][C:13]([CH2:16][C:17]([O:19]CC)=[O:18])=[CH:12][CH:11]=1)=[O:5])C.[OH-].[K+]>>[C:4]([C:6]1[CH:25]=[C:24]([F:26])[CH:23]=[CH:22][C:7]=1[CH2:8][O:9][C:10]1[CH:11]=[CH:12][C:13]([CH2:16][C:17]([OH:19])=[O:18])=[CH:14][CH:15]=1)([OH:5])=[O:3] |f:1.2|. The reactants are C(C)OC(=O)C1=C(COC2=CC=C(C=C2)CC(=O)OCC)C=CC(=C1)F (ethyl 4-(2-ethoxycarbonyl-4-fluorobenzyloxy)phenylacetate), [OH-].[K+] (potassium hydroxide). Product: C(=O)(O)C1=C(COC2=CC=C(C=C2)CC(=O)O)C=CC(=C1)F (4-(2-carboxy-4-fluorobenzyloxy)phenylacetic acid).